describe an organic reaction: reactants, conditions, products, and yield From a dataset of the Open Reaction Database (ORD), a public repository of structured organic reaction records. Reactants: C(C)OC1(CC1)C1=C(C=C(C=C1)C#C)C(=C)C (1-(1-ethoxycyclopropyl)-4-ethynyl-2-isopropenylbenzene), C(C)OC1(CC1)C1=C(C=C(C=C1)C#C)C(=C)C (1-(1-ethoxycyclopropyl)-4-ethynyl-2-isopropenylbenzene), COC(CC1=CC=C(C=C1)I)=O (4-iodo phenyl acetic acid methyl ester), COC(CC1=CC=C(C=C1)I)=O (4-iodo phenyl acetic acid methyl ester). Reagents/catalysts: [Cu]I (copper(I)iodide), Cl[Pd]([P](C1=CC=CC=C1)(C2=CC=CC=C2)C3=CC=CC=C3)([P](C4=CC=CC=C4)(C5=CC=CC=C5)C6=CC=CC=C6)Cl (Dichlorobis(triphenylphosphine)palladium(II)). Solvent: C(C)N(CC)CC (triethylamine). Run at time 8 hour. Yields the product EtOAc-hexanes, C(C)OC1(CC1)C1=C(C=C(C=C1)C#CC1=CC=C(C=C1)CC(=O)OC)C(C)C (Methyl {4-[4-(1-ethoxycyclopropyl)-3-isopropyl-phenylethynyl]-phenyl}-acetate). Yield: 71.5%. Reaction SMILES: [CH2:1]([O:3][C:4]1([C:7]2[CH:12]=[CH:11][C:10]([C:13]#[CH:14])=[CH:9][C:8]=2[C:15]([CH3:17])=[CH2:16])[CH2:6][CH2:5]1)[CH3:2].[CH3:18][O:19][C:20](=[O:29])[CH2:21][C:22]1[CH:27]=[CH:26][C:25](I)=[CH:24][CH:23]=1>C(N(CC)CC)C.[Cu]I.Cl[Pd](Cl)([P](C1C=CC=CC=1)(C1C=CC=CC=1)C1C=CC=CC=1)[P](C1C=CC=CC=1)(C1C=CC=CC=1)C1C=CC=CC=1>[CH2:1]([O:3][C:4]1([C:7]2[CH:12]=[CH:11][C:10]([C:13]#[C:14][C:25]3[CH:26]=[CH:27][C:22]([CH2:21][C:20]([O:19][CH3:18])=[O:29])=[CH:23][CH:24]=3)=[CH:9][C:8]=2[CH:15]([CH3:17])[CH3:16])[CH2:6][CH2:5]1)[CH3:2] |^1:41,60|. Procedure details: Using General Procedure F; 1-(1-ethoxycyclopropyl)-4-ethynyl-2-isopropenylbenzene (Intermediate 103, 120.0 mg, 0.52 mmol) and methyl-(4-iodophenyl)-acetate (Reagent B, 150.0 mg, 0.52 mmol) in triethylamine (8 mL) was treated with copper(I)iodide (32.0 mg, 0.17 mmol) and sparged with argon for 5 minutes. Dichlorobis(triphenylphosphine)palladium(II) (121 mg, 0.17 mmol) was added and the reaction mixture was stirred overnight at room temperature. Column chromatography (2-5% EtOAc-hexanes) afforded ... Starting materials: FC=1C=CC(=C(C(=O)O)C1)N=CC[N+](=O)[O-] (5-fluoro-2-[2-nitro-ethylideneamino]-benzoic acid), C(C)(=O)[O-].[K+] (potassium acetate). Run in C(C)(=O)OC(C)=O (acetic anhydride). Conditions: time 30 minute. The product is FC=1C=C2C(=C(C=NC2=CC1)[N+](=O)[O-])O (6-Fluoro-3-nitro-quinolin-4-ol). As a reaction SMILES: [F:1][C:2]1[CH:3]=[CH:4][C:5]([N:11]=[CH:12][CH2:13][N+:14]([O-:16])=[O:15])=[C:6]([CH:10]=1)[C:7](O)=[O:8].C([O-])(=O)C.[K+]>C(OC(=O)C)(=O)C>[F:1][C:2]1[CH:10]=[C:6]2[C:5](=[CH:4][CH:3]=1)[N:11]=[CH:12][C:13]([N+:14]([O-:16])=[O:15])=[C:7]2[OH:8] |f:1.2|. Procedure: 4 g (17.6 mmol) of 5-fluoro-2-[2-nitro-ethylideneamino]-benzoic acid (Example 19a) in 35 ml acetic anhydride are heated (ca. 100° C.) until a clear solution is obtained. 2 g (21.2 mmol) of potassium acetate are added and stirring is continued for 30 min (tlc-control). The reaction mixture is cooled to rt and the formed crystals are filtered off and washed several times with acetic acid and water. mp: 313° C.; MS: 207 (M+−1); HPLC: tret=9.94 min (Grad 3). The reactants are C1CCOC1, CO, [H][H], O=C(NCC(=O)N1CCC(Oc2ccccc2[N+](=O)[O-])CC1)c1cc(-c2ccccc2)[nH]n1. Yields the product Nc1ccccc1OC1CCN(C(=O)CNC(=O)c2cc(-c3ccccc3)[nH]n2)CC1. RXN SMILES: [CH2:38]1[O:39][CH2:40][CH2:41][CH2:42]1.[CH3:36][OH:37].[H:34][H:35].[N+:1]([O-:2])(=[O:3])[c:4]1[c:5]([O:6][CH:7]2[CH2:8][CH2:9][N:10]([C:13]([CH2:14][NH:15][C:16](=[O:17])[c:18]3[n:19][nH:20][c:21](-[c:23]4[cH:24][cH:25][cH:26][cH:27][cH:28]4)[cH:22]3)=[O:29])[CH2:11][CH2:12]2)[cH:30][cH:31][cH:32][cH:33]1>>[NH2:1][c:4]1[c:5]([O:6][CH:7]2[CH2:8][CH2:9][N:10]([C:13]([CH2:14][NH:15][C:16](=[O:17])[c:18]3[n:19][nH:20][c:21](-[c:23]4[cH:24][cH:25][cH:26][cH:27][cH:28]4)[cH:22]3)=[O:29])[CH2:11][CH2:12]2)[cH:30][cH:31][cH:32][cH:33]1. Starting materials: [N+](=O)([O-])C=1N=CNC1 (4-nitroimidazole), C(C)(C)(C)OC(=O)N1CCC(CC1)OS(=O)(=O)C (4-methanesulfonyloxy-piperidine-1-carboxylic acid tert-butyl ester). Product: C(C)(C)(C)OC(=O)N1CCC(CC1)N1C=NC(=C1)[N+](=O)[O-] (4-(4-Nitro-imidazol-1-yl)-Piperidine-1-carboxylic acid tert-butyl ester). Reaction SMILES: [N+:1]([C:4]1[N:5]=[CH:6][NH:7][CH:8]=1)([O-:3])=[O:2].[C:9]([O:13][C:14]([N:16]1[CH2:21][CH2:20][CH:19](OS(C)(=O)=O)[CH2:18][CH2:17]1)=[O:15])([CH3:12])([CH3:11])[CH3:10]>>[C:9]([O:13][C:14]([N:16]1[CH2:21][CH2:20][CH:19]([N:7]2[CH:8]=[C:4]([N+:1]([O-:3])=[O:2])[N:5]=[CH:6]2)[CH2:18][CH2:17]1)=[O:15])([CH3:12])([CH3:10])[CH3:11]. Procedure details: 4-nitroimidazole was alkylated with 4-methanesulfonyloxy-piperidine-1-carboxylic acid tert-butyl ester to provide the title compound: C13 NMR (100 MHz, CDCl3) 28.5, 33.2, 42.7, 56.8, 80.7, 117.5, 134.4, 154.5; MS 297.1 m/z (M+1).